Dataset: the Open Reaction Database (ORD), a public repository of structured organic reaction records. Task: describe an organic reaction: reactants, conditions, products, and yield Starting materials: COc1ccc(CCNc2cc(-c3ccc(OC)c(C=NO)c3)nc(OC)n2)cc1, O=C1CCC(=O)N1Cl, ClCCl, c1ccc(P(c2ccccc2)c2ccccc2)cc1. Product: COc1ccc(CCNc2cc(-c3ccc(OC)c(C#N)c3)nc(OC)n2)cc1. RXN SMILES: [CH3:1][O:2][c:3]1[c:4]([CH:5]=[N:6][OH:7])[cH:8][c:9](-[c:12]2[n:13][c:14]([O:29][CH3:30])[n:15][c:16]([NH:18][CH2:19][CH2:20][c:21]3[cH:22][cH:23][c:24]([O:27][CH3:28])[cH:25][cH:26]3)[cH:17]2)[cH:10][cH:11]1.[Cl:50][N:51]1[C:52](=[O:53])[CH2:54][CH2:55][C:56]1=[O:57].[Cl:58][CH2:59][Cl:60].[c:31]1([P:32]([c:33]2[cH:34][cH:35][cH:36][cH:37][cH:38]2)[c:39]2[cH:40][cH:41][cH:42][cH:43][cH:44]2)[cH:45][cH:46][cH:47][cH:48][cH:49]1>>[CH3:1][O:2][c:3]1[c:4]([C:5]#[N:6])[cH:8][c:9](-[c:12]2[n:13][c:14]([O:29][CH3:30])[n:15][c:16]([NH:18][CH2:19][CH2:20][c:21]3[cH:22][cH:23][c:24]([O:27][CH3:28])[cH:25][cH:26]3)[cH:17]2)[cH:10][cH:11]1. The reactants are [Al+3], C1CCOC1, N#Cc1ccc(Cl)cc1OCCO, [H-], [H-], [H-], [H-], [Li+]. The product is NCc1ccc(Cl)cc1OCCO. RXN SMILES: [Al+3:15].[CH2:20]1[O:21][CH2:22][CH2:23][CH2:24]1.[Cl:1][c:2]1[cH:3][c:4]([O:10][CH2:11][CH2:12][OH:13])[c:5]([C:6]#[N:7])[cH:8][cH:9]1.[H-:14].[H-:17].[H-:18].[H-:19].[Li+:16]>>[Cl:1][c:2]1[cH:3][c:4]([O:10][CH2:11][CH2:12][OH:13])[c:5]([CH2:6][NH2:7])[cH:8][cH:9]1. Starting materials: CC1CN(C(=O)OCc2ccccc2)CCC1N, O=Cc1cccc(-c2ccnc(Cl)n2)c1. Yields the product CC1CN(C(=O)OCc2ccccc2)CCC1NCc1cccc(-c2ccnc(Cl)n2)c1. RXN SMILES: [CH2:16]([c:17]1[cH:18][cH:19][cH:20][cH:21][cH:22]1)[O:23][C:24](=[O:25])[N:26]1[CH2:27][CH:28]([CH3:33])[CH:29]([NH2:32])[CH2:30][CH2:31]1.[Cl:1][c:2]1[n:3][cH:4][cH:5][c:6](-[c:8]2[cH:9][c:10]([CH:11]=[O:12])[cH:13][cH:14][cH:15]2)[n:7]1>>[Cl:1][c:2]1[n:3][cH:4][cH:5][c:6](-[c:8]2[cH:9][c:10]([CH2:11][NH:32][CH:29]3[CH:28]([CH3:33])[CH2:27][N:26]([C:24]([O:23][CH2:16][c:17]4[cH:18][cH:19][cH:20][cH:21][cH:22]4)=[O:25])[CH2:31][CH2:30]3)[cH:13][cH:14][cH:15]2)[n:7]1. Reactants: [AlH4-], CC(C)n1nccc1-c1cn2c(n1)-c1ccc(C(N)=O)cc1OCC2, [Li+], C1CCOC1. Yields the product CC(C)n1nccc1-c1cn2c(n1)-c1ccc(CN)cc1OCC2. Reaction SMILES: [AlH4-:2].[CH:3]([CH3:4])([CH3:5])[n:6]1[n:7][cH:8][cH:9][c:10]1-[c:11]1[n:12][c:13]2[n:14]([cH:27]1)[CH2:15][CH2:16][O:17][c:18]1[c:19]-2[cH:20][cH:21][c:22]([C:24](=[O:25])[NH2:26])[cH:23]1.[Li+:1].[O:28]1[CH2:29][CH2:30][CH2:31][CH2:32]1>>[CH:3]([CH3:4])([CH3:5])[n:6]1[n:7][cH:8][cH:9][c:10]1-[c:11]1[n:12][c:13]2[n:14]([cH:27]1)[CH2:15][CH2:16][O:17][c:18]1[c:19]-2[cH:20][cH:21][c:22]([CH2:24][NH2:26])[cH:23]1. The reactants are CC[SiH](CC)CC, COc1ccc(OC)c2c1CCC2=O, O=C(O)C(F)(F)F. Product: COc1ccc(OC)c2c1CCC2. As a reaction SMILES: [CH2:15]([SiH:16]([CH2:17][CH3:18])[CH2:19][CH3:20])[CH3:21].[CH3:1][O:2][c:3]1[c:4]2[c:8]([c:9]([O:12][CH3:13])[cH:10][cH:11]1)[C:7](=[O:14])[CH2:6][CH2:5]2.[OH:22][C:23]([C:24]([F:25])([F:26])[F:27])=[O:28]>>[CH3:1][O:2][c:3]1[c:4]2[c:8]([c:9]([O:12][CH3:13])[cH:10][cH:11]1)[CH2:7][CH2:6][CH2:5]2. Reported procedure: (S)-2-(1-((6-Amino-5-iodopyrimidin-4-yl)amino)-3-(benzyloxy)propyl)-3-(3,5-difluorophenyl)-4-oxo-3,4-dihydropyrrolo[2,1-f][1,2,4]triazine-5-carbonitrile (12 mg, 0.02 mmol) was treated with (3-fluoro-5-hydroxyphenyl)boronic acid (4.5 mg, 0.03 mmol), sodium carbonate (2 M, 55 μl, 0.11 mmol) and 2′-(dimethylamino)-2-biphenylyl-palladium(II) chloride dinorbornylphosphine complex (2 mg, 0.001 mmol) according to the method described in the Preparation 17. The residue was purified by reverse phase usin... Isolated yield 15.7%. Product: NC1=C(C(=NC=N1)N[C@@H](CCOCC1=CC=CC=C1)C1=NN2C(C(N1C1=CC(=CC(=C1)F)F)=O)=C(C=C2)C#N)C2=CC(=CC(=C2)O)F ((S)-2-(1-((6-Amino-5-(3-fluoro-5-hydroxyphenyl)pyrimidin-4-yl)amino)-3-(benzyloxy)propyl)-3-(3,5-difluorophenyl)-4-oxo-3,4-dihydropyrrolo[2,1-f][1,2,4]triazine-5-carbonitrile). Reactants: NC1=C(C(=NC=N1)N[C@@H](CCOCC1=CC=CC=C1)C1=NN2C(C(N1C1=CC(=CC(=C1)F)F)=O)=C(C=C2)C#N)I ((S)-2-(1-((6-Amino-5-iodopyrimidin-4-yl)amino)-3-(benzyloxy)propyl)-3-(3,5-difluorophenyl)-4-oxo-3,4-dihydropyrrolo[2,1-f][1,2,4]triazine-5-carbonitrile), FC=1C=C(C=C(C1)O)B(O)O ((3-fluoro-5-hydroxyphenyl)boronic acid), C([O-])([O-])=O.[Na+].[Na+] (sodium carbonate). RXN SMILES: [NH2:1][C:2]1[N:7]=[CH:6][N:5]=[C:4]([NH:8][C@H:9]([C:20]2[N:25]([C:26]3[CH:31]=[C:30]([F:32])[CH:29]=[C:28]([F:33])[CH:27]=3)[C:24](=[O:34])[C:23]3=[C:35]([C:38]#[N:39])[CH:36]=[CH:37][N:22]3[N:21]=2)[CH2:10][CH2:11][O:12][CH2:13][C:14]2[CH:19]=[CH:18][CH:17]=[CH:16][CH:15]=2)[C:3]=1I.[F:41][C:42]1[CH:43]=[C:44](B(O)O)[CH:45]=[C:46]([OH:48])[CH:47]=1.C(=O)([O-])[O-].[Na+].[Na+]>>[NH2:1][C:2]1[N:7]=[CH:6][N:5]=[C:4]([NH:8][C@H:9]([C:20]2[N:25]([C:26]3[CH:31]=[C:30]([F:32])[CH:29]=[C:28]([F:33])[CH:27]=3)[C:24](=[O:34])[C:23]3=[C:35]([C:38]#[N:39])[CH:36]=[CH:37][N:22]3[N:21]=2)[CH2:10][CH2:11][O:12][CH2:13][C:14]2[CH:19]=[CH:18][CH:17]=[CH:16][CH:15]=2)[C:3]=1[C:44]1[CH:45]=[C:46]([OH:48])[CH:47]=[C:42]([F:41])[CH:43]=1 |f:2.3.4|. Starting materials: C1=CC=CC=2C3=CC=CC=C3C(C12)COC(=O)N[C@@H](C(=O)O[C@@H](CC1=C(C=[N+](C=C1Cl)[O-])Cl)C1=CC(=C(C=C1)OC(F)F)OCC1CC1)CCCOC(C)=O (4-((S)-2-((R)-2-(((9H-fluoren-9-yl)methoxy)carbonylamino)-5-acetoxypentanoyloxy)-2-(3-(cyclopropylmethoxy)-4-(difluoromethoxy)phenyl)-ethyl)-3,5-dichloropyridine 1-oxide), N1CCOCC1 (morpholine). Run in C(Cl)Cl (DCM), C(Cl)Cl (DCM). Reaction conditions: time 48 hour. The product is C(C)(=O)OCCC[C@H](C(=O)O[C@@H](CC1=C(C=[N+](C=C1Cl)[O-])Cl)C1=CC(=C(C=C1)OC(F)F)OCC1CC1)N (4-((S)-2-((R)-5-acetoxy-2-aminopentanoyloxy)-2-(3-(cyclopropylmethoxy)-4-(difluoromethoxy)phenyl)ethyl)-3,5-dichloropyridine 1-oxide). Isolated yield 100.0%. Reaction SMILES: C1C2C(COC([NH:18][C@H:19]([CH2:49][CH2:50][CH2:51][O:52][C:53](=[O:55])[CH3:54])[C:20]([O:22][C@H:23]([C:34]3[CH:39]=[CH:38][C:37]([O:40][CH:41]([F:43])[F:42])=[C:36]([O:44][CH2:45][CH:46]4[CH2:48][CH2:47]4)[CH:35]=3)[CH2:24][C:25]3[C:30]([Cl:31])=[CH:29][N+:28]([O-:32])=[CH:27][C:26]=3[Cl:33])=[O:21])=O)C3C(=CC=CC=3)C=2C=CC=1.N1CCOCC1>C(Cl)Cl>[C:53]([O:52][CH2:51][CH2:50][CH2:49][C@@H:19]([NH2:18])[C:20]([O:22][C@H:23]([C:34]1[CH:39]=[CH:38][C:37]([O:40][CH:41]([F:42])[F:43])=[C:36]([O:44][CH2:45][CH:46]2[CH2:48][CH2:47]2)[CH:35]=1)[CH2:24][C:25]1[C:26]([Cl:33])=[CH:27][N+:28]([O-:32])=[CH:29][C:30]=1[Cl:31])=[O:21])(=[O:55])[CH3:54]. Procedure details: To a solution of 4-((S)-2-((R)-2-(((9H-fluoren-9-yl)methoxy)carbonylamino)-5-acetoxypentanoyloxy)-2-(3-(cyclopropylmethoxy)-4-(difluoromethoxy)phenyl)-ethyl)-3,5-dichloropyridine 1-oxide (284 mg, 0.355 mmol) dissolved in DCM (5.7 ml), morpholine (615 μl, 7.10 mmol) was added. The mixture was stirred at RT for 48 hours. The mixture was then diluted with DCM and washed twice with water. The organic phase was dried over Na2SO4 and the solvent was evaporated, to yield 205 mg of the title compound.